Dataset: the Open Reaction Database (ORD), a public repository of structured organic reaction records. Task: describe an organic reaction: reactants, conditions, products, and yield The reactants are COC(=O)C1=CC=C2S(NC3=C4N=CC=CC4=CC=C3C2=C1)(=O)=O (6,6-dioxo-5,6-dihydro-6λ*6*-thia-4,5-diaza-chrysene-9-carboxylic acid methyl ester), N (NH3). Run in CO (MeOH). Yields the product O=S1(NC2=C3N=CC=CC3=CC=C2C2=CC(=CC=C12)C(=O)N)=O (6,6-Dioxo-5,6-dihydro-6λ*6*-thia-4,5-diaza-chrysene-9-carboxylic acid amide). Isolated yield 17.0%. Reaction SMILES: C[O:2][C:3]([C:5]1[CH:22]=[C:21]2[C:8]([S:9](=[O:24])(=[O:23])[NH:10][C:11]3[C:20]2=[CH:19][CH:18]=[C:17]2[C:12]=3[N:13]=[CH:14][CH:15]=[CH:16]2)=[CH:7][CH:6]=1)=O.[NH3:25]>CO>[O:23]=[S:9]1(=[O:24])[C:8]2[C:21](=[CH:22][C:5]([C:3]([NH2:25])=[O:2])=[CH:6][CH:7]=2)[C:20]2[C:11](=[C:12]3[C:17](=[CH:18][CH:19]=2)[CH:16]=[CH:15][CH:14]=[N:13]3)[NH:10]1. Procedure: A solution of 6,6-dioxo-5,6-dihydro-6λ*6*-thia-4,5-diaza-chrysene-9-carboxylic acid methyl ester 307 (50 mg, 0.15 mmol) in 7M NH3 in MeOH (5 ml) was heated at 90 C in sealed tube for 36 h. After cooling, the mixture was concentrated in vacuo. The crude residue was purified by column chromatography with DCM/MeOH (95:5) as the eluent to give the title compound (8 mg, 17%).